This data is from the Open Reaction Database (ORD), a public repository of structured organic reaction records. The task is: describe an organic reaction: reactants, conditions, products, and yield Reactants: ClC=1C=C2C(=NC1)NC=C2C2=NC=C(C(=N2)N[C@@H]2CN(CC2)S(=O)(=O)C)F ((S)-2-(5-chloro-1H-pyrrolo[2,3-b]pyridin-3-yl)-5-fluoro-N-(1-(methylsulfonyl)pyrrolidin-3-yl)pyrimidin-4-amine), C1(CCCC1)S(=O)(=O)Cl (cyclopentanesulfonyl chloride). Product: ClC=1C=C2C(=NC1)NC=C2C2=NC=C(C(=N2)N[C@@H]2CN(CC2)S(=O)(=O)C2CCCC2)F ((S)-2-(5-chloro-1H-pyrrolo[2,3-b]pyridin-3-yl)-N-(1-(cyclopentylsulfonyl)pyrrolidin-3-yl)-5-fluoropyrimidin-4-amine). Isolated yield 20.0%. As a reaction SMILES: [Cl:1][C:2]1[CH:3]=[C:4]2[C:10]([C:11]3[N:16]=[C:15]([NH:17][C@H:18]4[CH2:22][CH2:21][N:20]([S:23]([CH3:26])(=[O:25])=[O:24])[CH2:19]4)[C:14]([F:27])=[CH:13][N:12]=3)=[CH:9][NH:8][C:5]2=[N:6][CH:7]=1.[CH:28]1(S(Cl)(=O)=O)[CH2:32]C[CH2:30][CH2:29]1>>[Cl:1][C:2]1[CH:3]=[C:4]2[C:10]([C:11]3[N:16]=[C:15]([NH:17][C@H:18]4[CH2:22][CH2:21][N:20]([S:23]([CH:26]5[CH2:30][CH2:29][CH2:28][CH2:32]5)(=[O:24])=[O:25])[CH2:19]4)[C:14]([F:27])=[CH:13][N:12]=3)=[CH:9][NH:8][C:5]2=[N:6][CH:7]=1. Reported procedure: According to the procedure for compound 398 using cyclopentanesulfonyl chloride (97 mg, 0.57 mmol) afforded 9.7 mg (20% yield) of 403, as a solid. Starting materials: Br, CC(=O)O, COc1c(-c2ccc(SC)cc2)cnn(CC(F)(F)F)c1=O, O. The product is CSc1ccc(-c2cnn(CC(F)(F)F)c(=O)c2O)cc1. RXN SMILES: [BrH:23].[CH3:25][C:26](=[O:27])[OH:28].[F:1][C:2]([CH2:3][n:4]1[n:5][cH:6][c:7](-[c:13]2[cH:14][cH:15][c:16]([S:19][CH3:20])[cH:17][cH:18]2)[c:8]([O:11][CH3:12])[c:9]1=[O:10])([F:21])[F:22].[OH2:24]>>[F:1][C:2]([CH2:3][n:4]1[n:5][cH:6][c:7](-[c:13]2[cH:14][cH:15][c:16]([S:19][CH3:20])[cH:17][cH:18]2)[c:8]([OH:11])[c:9]1=[O:10])([F:21])[F:22]. Starting materials: Cl.CC(=O)O (HCl AcOH), N([C@@H](CC1=CC=CC=C1)C(=O)N[C@@H](CCCNC(N)=N)C(=O)O)C(=O)OC(C)(C)C (BOC-Phe-Arg), Cl (HCl). The product is N[C@@H](CC1=CC=CC=C1)C(=O)N[C@@H](CCCNC(N)=N)C(=O)O (H-Phe-Arg). Yield: 100.1%. Reaction SMILES: Cl.CC(O)=O.[NH:6](C(OC(C)(C)C)=O)[C@H:7]([C:15]([NH:17][C@H:18]([C:26]([OH:28])=[O:27])[CH2:19][CH2:20][CH2:21][NH:22][C:23](=[NH:25])[NH2:24])=[O:16])[CH2:8][C:9]1[CH:14]=[CH:13][CH:12]=[CH:11][CH:10]=1.Cl>>[NH2:6][C@H:7]([C:15]([NH:17][C@H:18]([C:26]([OH:28])=[O:27])[CH2:19][CH2:20][CH2:21][NH:22][C:23](=[NH:24])[NH2:25])=[O:16])[CH2:8][C:9]1[CH:10]=[CH:11][CH:12]=[CH:13][CH:14]=1 |f:0.1|. Reported procedure: Into 538 ml of 2N HCl/AcOH was dissolved 79.8 g (0.13 mole) of BOC-Phe-Arg-CHA.HCl. After reacting it at room temperature for one hour, the deposited matter was collected by filtration, washed with AcOH and ether and dried to obtain 41.8 g (58.7%) of H-Phe-Arg-CHA.2HCl. Starting materials: boronate ester, C(=O)([O-])[O-].[Na+].[Na+] (Na2CO3), C1(=CC=CC=C1)C.CCO (toluene EtOH), C(C)(C)(C)OC(NC(=N)C=1SC(=C(C1)S(=O)(=O)C1=CC(=CC=C1)Br)SC)=O ({[4-(3-Bromo-benzenesulfonyl)-5-methylsulfanyl-thiophen-2-yl]-imino-methyl}-carbamic acid tert-butyl ester), tetrakis(triphenylphosine)palladium(0). The product is COC(=O)C1=CC(=C(C=C1)C1=CC(=CC=C1)S(=O)(=O)C1=C(SC(=C1)C(=N)NC(=O)OC(C)(C)C)SC)C (3′-[5-(tert-butoxycarbonylamino-imino-methyl)-2-methylsulfanyl-thiophene-3-sulfonyl]-2-methyl-biphenyl-4-carboxylic acid methyl ester). Reaction SMILES: [C:1]([O:5][C:6](=[O:27])[NH:7][C:8]([C:10]1[S:11][C:12]([S:25][CH3:26])=[C:13]([S:15]([C:18]2[CH:23]=[CH:22][CH:21]=[C:20](Br)[CH:19]=2)(=[O:17])=[O:16])[CH:14]=1)=[NH:9])([CH3:4])([CH3:3])[CH3:2].[C:28]([O-:31])([O-])=[O:29].[Na+].[Na+].[C:34]1([CH3:40])[CH:39]=[CH:38][CH:37]=[CH:36][CH:35]=1.[CH3:41]CO>>[CH3:41][O:31][C:28]([C:36]1[CH:37]=[CH:38][C:39]([C:20]2[CH:21]=[CH:22][CH:23]=[C:18]([S:15]([C:13]3[CH:14]=[C:10]([C:8]([NH:7][C:6]([O:5][C:1]([CH3:4])([CH3:3])[CH3:2])=[O:27])=[NH:9])[S:11][C:12]=3[S:25][CH3:26])(=[O:17])=[O:16])[CH:19]=2)=[C:34]([CH3:40])[CH:35]=1)=[O:29] |f:1.2.3,4.5|. Procedure details: Following the same procedure as in Example 220, step a, reaction of 4-bromo-3-methyl-benzoic acid methyl ester (1.75 gm, 7.6 mmol), 4,4,5,5-tetramethyl-1,3,2-dioxaborolane (3.3 mL, 23 mmol, Aldrich Chemical Company), PdCl2(PPh3)2 (530 mg, 0.76 mmol, Strem Chemicals Inc, Newburyport, Mass.), Et3N (6.3 mL, 46 mmol), and dioxane (30 mL) afforded 1.2 gm of a clear oil (79%) after purification (SiO2, flash elution: 30% EtOAc in hexanes. The above boronate ester (220 mg, 0.8 mmol) was reacted accordin... The reactants are resultant mixture, O=S1(C2=C(C3=C1C=CC=C3)C=C(C=C2)N)=O (5,5-Dioxo-2-aminodibenzothiophene), CN(C)C=O (DMF), CCN=C=NCCCN(C)C (EDAC), [N+](=O)([O-])C1=CC=C(COC(=O)NC2=CC3=C(SC4=C3C=CC=C4)C=C2)C=C1 (2-(4-Nitrobenzoxycarbonylamino)dibenzothiophene). The product is O=S1(C2=C(C3=C1C=CC=C3)C=C(C=C2)NC(=O)CCC2=CC=NC=C2)=O (5,5-Dioxo-2-(pyrid-4-ylethylcarbonylamino)dibenzothiophene). RXN SMILES: [O:1]=[S:2]1(=[O:16])[C:6]2[CH:7]=[CH:8][CH:9]=[CH:10][C:5]=2[C:4]2[CH:11]=[C:12]([NH2:15])[CH:13]=[CH:14][C:3]1=2.[N+](C1C=CC(COC([NH:28][C:29]2C=[CH:40][C:32]3SC4C=C[CH:37]=[CH:36][C:35]=4[C:31]=3[CH:30]=2)=O)=CC=1)([O-])=O.CCN=C=NCCCN(C)C.CN(C=[O:59])C>>[O:1]=[S:2]1(=[O:16])[C:6]2[CH:7]=[CH:8][CH:9]=[CH:10][C:5]=2[C:4]2[CH:11]=[C:12]([NH:15][C:37]([CH2:36][CH2:35][C:31]3[CH:30]=[CH:29][N:28]=[CH:40][CH:32]=3)=[O:59])[CH:13]=[CH:14][C:3]1=2. Reported procedure: 5,5-Dioxo-2-aminodibenzothiophene (J Med Chem, (1994), 37 (13), 2085-9; 115 mg, 0.5 mmol) was dissolved in DMF (2.0 ml) and 3-(pyridin-4-yl)propionic acid (Method 1; 75 mg, 0.5 mmol) was added in one portion followed by EDAC (115 mg, 0.5 mmol) and the resultant mixture was stirred for 72 hours at ambient temperature: It was then poured onto water (50 ml) and extracted with DCM (2-50 ml), dried and evaporated in vacuo. The residue thus obtained was purified by chromatography (Bond Elut column) el... Reactants: CC(=O)OC1CCC2(C)C3CCC4(C)C(C(C)=O)CCC4C3CC(Cl)C2(Cl)C1, ClC(Cl)Cl, O=C([O-])C(F)(F)F, F, FC(Cl)(Cl)Cl, [Na+]. The product is CC(=O)OC1CCC2(C)C3CCC4(C)C(C(C)=O)CCC4(F)C3CC(Cl)C2(Cl)C1. As a reaction SMILES: [C:1]([CH3:2])(=[O:3])[O:4][CH:5]1[CH2:6][C:7]2([Cl:28])[CH:8]([Cl:27])[CH2:9][CH:10]3[CH:11]4[CH2:12][CH2:13][CH:14]([C:15]([CH3:16])=[O:17])[C:18]4([CH3:26])[CH2:19][CH2:20][CH:21]3[C:22]2([CH3:25])[CH2:23][CH2:24]1.[CH:29]([Cl:30])([Cl:31])[Cl:32].[F:33][C:34]([F:35])([F:36])[C:37]([O-:38])=[O:39].[F:41].[F:42][C:43]([Cl:44])([Cl:45])[Cl:46].[Na+:40]>>[C:1]([CH3:2])(=[O:3])[O:4][CH:5]1[CH2:6][C:7]2([Cl:28])[CH:8]([Cl:27])[CH2:9][CH:10]3[C:11]4([F:33])[CH2:12][CH2:13][CH:14]([C:15]([CH3:16])=[O:17])[C:18]4([CH3:26])[CH2:19][CH2:20][CH:21]3[C:22]2([CH3:25])[CH2:23][CH2:24]1. Starting materials: C(C)OC(C(C(=O)C1CC1)C(=O)C1=CC=NC=C1)=O (3-cyclopropyl-3-oxo-2-(pyridine-4-carbonyl)-propionic acid ethyl ester), FC(C=1C=C(C=CC1)NN)(F)F (3-(trifluoromethyl)phenylhydrazine). Product: C(C)OC(=O)C=1C(=NN(C1C1CC1)C1=CC(=CC=C1)C(F)(F)F)C1=CC=NC=C1 (5-Cyclopropyl-3-pyridin-4-yl-1-(3-trifluoromethyl-phenyl)-1H-pyrazole-4-carboxylic acid ethyl ester). Isolated yield 12.0%. As a reaction SMILES: [CH2:1]([O:3][C:4](=[O:19])[CH:5]([C:11]([C:13]1[CH:18]=[CH:17][N:16]=[CH:15][CH:14]=1)=O)[C:6]([CH:8]1[CH2:10][CH2:9]1)=O)[CH3:2].[F:20][C:21]([F:31])([F:30])[C:22]1[CH:23]=[C:24]([NH:28][NH2:29])[CH:25]=[CH:26][CH:27]=1>>[CH2:1]([O:3][C:4]([C:5]1[C:11]([C:13]2[CH:18]=[CH:17][N:16]=[CH:15][CH:14]=2)=[N:29][N:28]([C:24]2[CH:25]=[CH:26][CH:27]=[C:22]([C:21]([F:20])([F:31])[F:30])[CH:23]=2)[C:6]=1[CH:8]1[CH2:10][CH2:9]1)=[O:19])[CH3:2]. Procedure details: In analogy to the procedure described in Example 164B], 3-cyclopropyl-3-oxo-2-(pyridine-4-carbonyl)-propionic acid ethyl ester (Example 162 A]) and 3-(trifluoromethyl)phenylhydrazine gave the title compound as a white solid (12%). MS: 402.4 (MH+). Reactants: [N+](=O)([O-])C1=C(C=C2CCC(C2=C1)=O)NC(CCC1CCCC1)=O (N-(6-nitro-1-oxo-indan-5-yl)-3-cyclopentyl-propionamide), FC(C1=CC=C(N)C=C1)(F)F (4-trifluoromethylaniline), [B][B][B][B][B][B][B][B][B][B] (decaborane). Solvent: CO (methanol). Reaction conditions: time 8 hour. Yields the product [N+](=O)([O-])C1=C(C=C2CCC(C2=C1)NC1=CC=C(C=C1)C(F)(F)F)NC(CCC1CCCC1)=O (N-[6-Nitro-1-(4-trifluoromethyl-phenylamino)-indan-5-yl]-3-cyclopentyl-propionamide). Isolated yield 78.3%. RXN SMILES: [N+:1]([C:4]1[CH:12]=[C:11]2[C:7]([CH2:8][CH2:9][C:10]2=O)=[CH:6][C:5]=1[NH:14][C:15](=[O:23])[CH2:16][CH2:17][CH:18]1[CH2:22][CH2:21][CH2:20][CH2:19]1)([O-:3])=[O:2].[F:24][C:25]([F:34])([F:33])[C:26]1[CH:32]=[CH:31][C:29]([NH2:30])=[CH:28][CH:27]=1.[B][B][B][B][B][B][B][B][B][B]>CO>[N+:1]([C:4]1[CH:12]=[C:11]2[C:7]([CH2:8][CH2:9][CH:10]2[NH:30][C:29]2[CH:31]=[CH:32][C:26]([C:25]([F:24])([F:33])[F:34])=[CH:27][CH:28]=2)=[CH:6][C:5]=1[NH:14][C:15](=[O:23])[CH2:16][CH2:17][CH:18]1[CH2:22][CH2:21][CH2:20][CH2:19]1)([O-:3])=[O:2] |^3:34,43,^1:35,36,37,38,39,40,41,42|. Reported procedure: A mixture of N-(6-nitro-1-oxo-indan-5-yl)-3-cyclopentyl-propionamide (0.57 g, 1.8 mmol), 4-trifluoromethylaniline (0.35 g, 2.2 mmol), and decaborane (200 mg) in 20 ml of anhydrous methanol was stirred at room temperature overnight. The solvent was removed in vacuo and the residue was purified by column (hexane/EtOAc, 5:1) to give a pure product (0.65 g, 90%).